This data is from the Open Reaction Database (ORD), a public repository of structured organic reaction records. The task is: describe an organic reaction: reactants, conditions, products, and yield Starting materials: C1CCOC1, CO, COC(=O)c1ccc(=O)n(C2CCCCC2)c1, [Li+], [OH-]. Yields the product O=C(O)c1ccc(=O)n(C2CCCCC2)c1. As a reaction SMILES: [CH2:20]1[O:21][CH2:22][CH2:23][CH2:24]1.[CH3:25][OH:26].[CH:1]1([n:7]2[cH:8][c:9]([C:14](=[O:15])[O:16][CH3:17])[cH:10][cH:11][c:12]2=[O:13])[CH2:2][CH2:3][CH2:4][CH2:5][CH2:6]1.[Li+:19].[OH-:18]>>[CH:1]1([n:7]2[cH:8][c:9]([C:14](=[O:15])[OH:16])[cH:10][cH:11][c:12]2=[O:13])[CH2:2][CH2:3][CH2:4][CH2:5][CH2:6]1. Reaction SMILES: [CH2:28]([O:29][C:30](=[O:31])[CH3:32])[CH3:33].[CH2:34]1[O:35][CH2:36][CH2:37][CH2:38]1.[K+:19].[K+:20].[N:25]#[C:26][Br:27].[NH2:1][CH:2]([CH2:3][OH:4])[CH2:5][N:6]([c:7]1[cH:8][n:9][c:10]([C:13]([F:14])([F:15])[F:16])[cH:11][cH:12]1)[CH2:17][CH3:18].[O-:21][C:22]([O-:23])=[O:24].[OH2:39]>>[N:1]1=[C:26]([NH2:25])[O:4][CH2:3][CH:2]1[CH2:5][N:6]([c:7]1[cH:8][n:9][c:10]([C:13]([F:14])([F:15])[F:16])[cH:11][cH:12]1)[CH2:17][CH3:18]. Yields the product CCN(CC1COC(N)=N1)c1ccc(C(F)(F)F)nc1. The reactants are CCOC(C)=O, C1CCOC1, [K+], [K+], N#CBr, CCN(CC(N)CO)c1ccc(C(F)(F)F)nc1, O=C([O-])[O-], O. Reactants: CSC(=C[N+](=O)[O-])SC, CN(C)Cc1cccc(SCCCN)n1, CC#N. Yields the product CSC(=C[N+](=O)[O-])NCCCSc1cccc(CN(C)C)n1. Reaction SMILES: [CH3:16][S:17][C:18](=[CH:19][N+:20](=[O:21])[O-:22])[S:23][CH3:24].[CH3:1][N:2]([CH3:3])[CH2:4][c:5]1[cH:6][cH:7][cH:8][c:9]([S:11][CH2:12][CH2:13][CH2:14][NH2:15])[n:10]1.[CH3:25][C:26]#[N:27]>>[CH3:1][N:2]([CH3:3])[CH2:4][c:5]1[cH:6][cH:7][cH:8][c:9]([S:11][CH2:12][CH2:13][CH2:14][NH:15][C:18]([S:17][CH3:16])=[CH:19][N+:20](=[O:21])[O-:22])[n:10]1. The reactants are C(C1=CC=CC=C1)OC1=C(C=CC=C1)C(C)=O (2′-benzyloxyacetophenone), C(C)(=O)[O-].[NH4+] (ammonium acetate), C(=O)C1CN(CCC1)C(=O)OC(C)(C)C (tert-butyl 3-formyl-1-piperidine carboxylate), C(#N)CC(=O)OC(C)(C)C (tert-butyl cyanoacetate). Run in COCCOC (1,2-dimethoxyethane). The product is NC1=C(C(=O)OC(C)(C)C)C(=CC(=N1)C1=C(C=CC=C1)OCC1=CC=CC=C1)C1CN(CCC1)C(=O)OC(C)(C)C (tert-butyl 2-amino-6-[2-(benzyloxy)phenyl]-4-[1-(tert-butoxycarbonyl)-3-piperidinyl]nicotinate). The yield is 22.0%. RXN SMILES: [CH2:1]([O:8][C:9]1[CH:14]=[CH:13][CH:12]=[CH:11][C:10]=1[C:15](=O)[CH3:16])[C:2]1[CH:7]=[CH:6][CH:5]=[CH:4][CH:3]=1.[CH:18]([CH:20]1[CH2:25][CH2:24][CH2:23][N:22]([C:26]([O:28][C:29]([CH3:32])([CH3:31])[CH3:30])=[O:27])[CH2:21]1)=O.[C:33]([CH2:35][C:36]([O:38][C:39]([CH3:42])([CH3:41])[CH3:40])=[O:37])#[N:34].C([O-])(=O)C.[NH4+:47]>COCCOC>[NH2:34][C:33]1[N:47]=[C:15]([C:10]2[CH:11]=[CH:12][CH:13]=[CH:14][C:9]=2[O:8][CH2:1][C:2]2[CH:7]=[CH:6][CH:5]=[CH:4][CH:3]=2)[CH:16]=[C:18]([CH:20]2[CH2:25][CH2:24][CH2:23][N:22]([C:26]([O:28][C:29]([CH3:32])([CH3:31])[CH3:30])=[O:27])[CH2:21]2)[C:35]=1[C:36]([O:38][C:39]([CH3:42])([CH3:41])[CH3:40])=[O:37] |f:3.4|. Procedure: A mixture of the starting compound 1A (3.500 g, 15.47 mmol), starting compound 2B (3.299 g, 15.47 mmol), tert-butyl cyanoacetate (2.184 g, 15.47 mmol), ammonium acetate (3.577 g, 46.40 mmol) and 1,2-dimethoxyethane (17 mL) was heated at reflux for 3.5 hrs. After cooled to room temperature, the mixture was concentrated under reduced pressure, and the residue was partitioned between ethyl acetate and water. The separated organic phase was washed with brine, dried over Na2SO4, filtered, and concent... Reactants: C1(CCC1)C=1C(NC=2N(C1)N=NC2C2=C(C=CC=C2)F)=O (6-Cyclobutyl-3-(2-fluorophenyl)-4H-1,2,3-triazolo[1,5-α]pyrimidin-5-one), N(=NC(=O)OCC)C(=O)OCC (Diethyl azodicarboxylate), C1(=CC=CC=C1)P(C1=CC=CC=C1)C1=CC=CC=C1 (triphenylphosphine), CN1N=C(N=C1)CO ((1-methyl-1H-1,2,4-triazol-3-yl)methanol). Run in O1CCCC1 (tetrahydrofuran). Reaction conditions: time 48 hour. The product is C1(CCC1)C=1C(=NC=2N(C1)N=NC2C2=C(C=CC=C2)F)OCC2=NN(C=N2)C (6-cyclobutyl-3-(2-fluorophenyl)-5-(1-methyl-1H-1,2,4-triazol-3-ylmethoxy)-1,2,3-triazolo[1,5-α]pyrimidine). The yield is 58.6%. As a reaction SMILES: [CH:1]1([C:5]2[C:6](=[O:21])[NH:7][C:8]3[N:9]([N:11]=[N:12][C:13]=3[C:14]3[CH:19]=[CH:18][CH:17]=[CH:16][C:15]=3[F:20])[CH:10]=2)[CH2:4][CH2:3][CH2:2]1.C1(P(C2C=CC=CC=2)C2C=CC=CC=2)C=CC=CC=1.[CH3:41][N:42]1[CH:46]=[N:45][C:44]([CH2:47]O)=[N:43]1.N(C(OCC)=O)=NC(OCC)=O>O1CCCC1>[CH:1]1([C:5]2[C:6]([O:21][CH2:47][C:44]3[N:45]=[CH:46][N:42]([CH3:41])[N:43]=3)=[N:7][C:8]3[N:9]([N:11]=[N:12][C:13]=3[C:14]3[CH:19]=[CH:18][CH:17]=[CH:16][C:15]=3[F:20])[CH:10]=2)[CH2:2][CH2:3][CH2:4]1. Procedure: 6-Cyclobutyl-3-(2-fluorophenyl)-4H-1,2,3-triazolo[1,5-α]pyrimidin-5-one (50 g, 0.18 mmol), triphenylphosphine (120 mg, 0.44 mmol) and (1-methyl-1H-1,2,4-triazol-3-yl)methanol (50 g, 0.44 mmol) were suspended in dry tetrahydrofuran (1.5 ml). Diethyl azodicarboxylate (70 μl, 0.44 mmol) was added and a solution resulted immediately. The reaction was stirred at room temperature for 48 hours during which time a precipitate formed in the reaction mixture. The crude reaction mixture was evaporated and ... The reactants are COC(=O)C(=Cc1nc(-c2ccccc2)ccc1NC(=O)OC(C)(C)C)NC(=O)OCc1ccccc1, C1CCOC1, CO. The product is COC(=O)C(Cc1nc(-c2ccccc2)ccc1NC(=O)OC(C)(C)C)NC(=O)OCc1ccccc1. RXN SMILES: [CH2:1]([c:2]1[cH:3][cH:4][cH:5][cH:6][cH:7]1)[O:8][C:9](=[O:10])[NH:11][C:12]([C:13](=[O:14])[O:15][CH3:16])=[CH:17][c:18]1[n:19][c:20](-[c:32]2[cH:33][cH:34][cH:35][cH:36][cH:37]2)[cH:21][cH:22][c:23]1[NH:24][C:25](=[O:26])[O:27][C:28]([CH3:29])([CH3:30])[CH3:31].[CH2:38]1[O:39][CH2:40][CH2:41][CH2:42]1.[CH3:43][OH:44]>>[CH2:1]([c:2]1[cH:3][cH:4][cH:5][cH:6][cH:7]1)[O:8][C:9](=[O:10])[NH:11][CH:12]([C:13](=[O:14])[O:15][CH3:16])[CH2:17][c:18]1[n:19][c:20](-[c:32]2[cH:33][cH:34][cH:35][cH:36][cH:37]2)[cH:21][cH:22][c:23]1[NH:24][C:25](=[O:26])[O:27][C:28]([CH3:29])([CH3:30])[CH3:31]. Starting materials: CC(=O)O[BH-](OC(C)=O)OC(C)=O, O=C([O-])O, CC(=O)O, ClCCCl, ClCCl, O=Cc1cc(-c2ccc3[nH]ccc3c2)ccc1F, NCCN1CCCC1, [Na+], [Na+]. Product: Fc1ccc(-c2ccc3[nH]ccc3c2)cc1CNCCN1CCCC1. Reaction SMILES: [C:1]([O:2][BH-:3]([O:4][C:5](=[O:6])[CH3:7])[O:8][C:9](=[O:10])[CH3:11])(=[O:12])[CH3:13].[C:41](=[O:42])([OH:43])[O-:44].[CH3:53][C:54](=[O:55])[OH:56].[Cl:46][CH2:47][CH2:48][Cl:49].[Cl:50][CH2:51][Cl:52].[F:15][c:16]1[c:17]([CH:31]=[O:32])[cH:18][c:19](-[c:22]2[cH:23][c:24]3[cH:25][cH:26][nH:27][c:28]3[cH:29][cH:30]2)[cH:20][cH:21]1.[NH2:33][CH2:34][CH2:35][N:36]1[CH2:37][CH2:38][CH2:39][CH2:40]1.[Na+:14].[Na+:45]>>[F:15][c:16]1[c:17]([CH2:31][NH:33][CH2:34][CH2:35][N:36]2[CH2:37][CH2:38][CH2:39][CH2:40]2)[cH:18][c:19](-[c:22]2[cH:23][c:24]3[cH:25][cH:26][nH:27][c:28]3[cH:29][cH:30]2)[cH:20][cH:21]1. The reactants are CC(=O)OC(C)=O, O=Cc1sccc1-c1cc(Cl)ccn1, Cl, NO, O, c1ccncc1. The product is N#Cc1sccc1-c1cc(Cl)ccn1. Reaction SMILES: [CH3:18][C:19]([O:20][C:21](=[O:22])[CH3:23])=[O:24].[Cl:1][c:2]1[cH:3][c:4](-[c:8]2[c:9]([CH:13]=[O:14])[s:10][cH:11][cH:12]2)[n:5][cH:6][cH:7]1.[ClH:15].[NH2:16][OH:17].[OH2:25].[cH:26]1[cH:27][cH:28][n:29][cH:30][cH:31]1>>[Cl:1][c:2]1[cH:3][c:4](-[c:8]2[c:9]([C:13]#[N:16])[s:10][cH:11][cH:12]2)[n:5][cH:6][cH:7]1.